Dataset: the Open Reaction Database (ORD), a public repository of structured organic reaction records. Task: describe an organic reaction: reactants, conditions, products, and yield The reactants are C=O, CC(=O)O, CO, CN(C)c1nc(CCN)cs1, O. Product: CN(C)c1nc2c(s1)CNCC2. RXN SMILES: [CH2:12]=[O:13].[CH3:14][C:15](=[O:16])[OH:17].[CH3:19][OH:20].[CH3:1][N:2]([c:3]1[s:4][cH:5][c:6]([CH2:8][CH2:9][NH2:10])[n:7]1)[CH3:11].[OH2:18]>>[CH3:1][N:2]([c:3]1[s:4][c:5]2[c:6]([n:7]1)[CH2:8][CH2:9][NH:10][CH2:14]2)[CH3:11].